Dataset: the Open Reaction Database (ORD), a public repository of structured organic reaction records. Task: describe an organic reaction: reactants, conditions, products, and yield Starting materials: [H-].[Na+] (Sodium hydride), C12C(NC(C2C1)=O)=O (3-azabicyclo[3.1.0]hexane-2,4-dione), BrC(C)CCCCCC (2-bromooctane). Solvent: CN(C=O)C (dimethylformamide), O (water). Reaction conditions: time 48 hour. Yields the product CC(CCCCCC)N1C(C2CC2C1=O)=O (3-(2-Octyl)-3-azabicyclo[3.1.0]hexane-2,4-dione). Reaction SMILES: [H-].[Na+].[CH:3]12[CH2:8][CH:7]1[C:6](=[O:9])[NH:5][C:4]2=[O:10].Br[CH:12]([CH2:14][CH2:15][CH2:16][CH2:17][CH2:18][CH3:19])[CH3:13]>CN(C)C=O.O>[CH3:13][CH:12]([N:5]1[C:6](=[O:9])[CH:7]2[CH:3]([CH2:8]2)[C:4]1=[O:10])[CH2:14][CH2:15][CH2:16][CH2:17][CH2:18][CH3:19] |f:0.1|. Procedure details: Sodium hydride (0.11 g) was added to a solution of 3-azabicyclo[3.1.0]hexane-2,4-dione (0.3 g) and 2-bromooctane (0.52 g) in dimethylformamide (5 ml) and the resulting mixture was stirred at room temperature under a nitrogen atmosphere for 48 hours. The mixture was diluted with water (15 ml) and then extracted with toluene (20 ml). The organic extract was washed with water (15 ml), dried (MgSO4) and evaporated in vacuo. The residue was purified by Kugelrohr distillation (boiling point 130-140° C... Starting materials: O=C([O-])Cc1ccc2[nH]c(CCO)cc2c1, CCCc1cc(-c2noc3ccccc23)ccc1O. Product: CCCc1cc(-c2noc3ccccc23)ccc1OCCc1cc2cc(CC(=O)O)ccc2[nH]1. Reaction SMILES: [OH:20][CH2:21][CH2:22][c:23]1[nH:24][c:25]2[cH:26][cH:27][c:28]([CH2:32][C:33](=[O:34])[O-:35])[cH:29][c:30]2[cH:31]1.[o:1]1[n:2][c:3](-[c:10]2[cH:11][c:12]([CH2:17][CH2:18][CH3:19])[c:13]([OH:16])[cH:14][cH:15]2)[c:4]2[c:5]1[cH:6][cH:7][cH:8][cH:9]2>>[o:1]1[n:2][c:3](-[c:10]2[cH:11][c:12]([CH2:17][CH2:18][CH3:19])[c:13]([O:16][CH2:21][CH2:22][c:23]3[nH:24][c:25]4[cH:26][cH:27][c:28]([CH2:32][C:33](=[O:34])[OH:35])[cH:29][c:30]4[cH:31]3)[cH:14][cH:15]2)[c:4]2[c:5]1[cH:6][cH:7][cH:8][cH:9]2. The reactants are Cl (HCl), CC(C)([O-])C.[K+] (potassium tert-butoxide), COC(CC#N)OC (3,3-dimethoxypropionitrile), NC=CC(C(F)(F)F)=O (4-Amino-1,1,1-trifluoro-3-buten-2-one). Solvent: C(OC)COC (dimethoxyethane). Reaction conditions: temperature 0 celsius, time 3.5 hour. Product: FC(C(C=CC=CC#N)=O)(F)F (3-(4,4,4-trifluoro-3-oxo-1-butenyl)-2-propenenitrile). RXN SMILES: CC(C)([O-])C.[K+].N[CH:8]=[CH:9][C:10](=[O:15])[C:11]([F:14])([F:13])[F:12].CO[CH:18](OC)[CH2:19][C:20]#[N:21].Cl>C(COC)OC>[F:12][C:11]([F:14])([F:13])[C:10](=[O:15])[CH:9]=[CH:8][CH:18]=[CH:19][C:20]#[N:21] |f:0.1|. Reported procedure: In a three-necked flask, 61.6 g (0.55 mol) of potassium tert-butoxide were introduced into 250 ml of dimethoxyethane under N2 and the solution was cooled to 0° C. 4-Amino-1,1,1-trifluoro-3-buten-2-one, 69.5 g (0.5 mol), was added dropwise at this temperature in the course of 30 min and then 60.3 g (0.525 mol) of 3,3-dimethoxypropionitrile were added dropwise. The mixture was then stirred at 30° C. for 3-4 h. The reaction mixture was added to ice and acidified to pH 3-4 using HCl. The precipitate... Reactants: CC(C)(O)c1ccccc1, C=Cc1ccccc1, CC(C)c1ccccc1, CO, [Na], O, CC(C)(CCc1ccccc1)c1ccccc1. The product is CC(C)(CC(CCc1ccccc1)c1ccccc1)c1ccccc1. Reaction SMILES: [C:11]([OH:12])([c:13]1[cH:14][cH:15][cH:16][cH:17][cH:18]1)([CH3:19])[CH3:20].[CH2:21]=[CH:22][c:23]1[cH:24][cH:25][cH:26][cH:27][cH:28]1.[CH3:1][CH:2]([c:3]1[cH:4][cH:5][cH:6][cH:7][cH:8]1)[CH3:9].[CH3:46][OH:47].[Na:10].[OH2:48].[c:29]1([CH2:35][CH2:36][C:37]([CH3:38])([CH3:39])[c:40]2[cH:41][cH:42][cH:43][cH:44][cH:45]2)[cH:30][cH:31][cH:32][cH:33][cH:34]1>>[CH2:21]([CH2:22][c:23]1[cH:24][cH:25][cH:26][cH:27][cH:28]1)[CH:35]([c:29]1[cH:30][cH:31][cH:32][cH:33][cH:34]1)[CH2:36][C:37]([CH3:38])([CH3:39])[c:40]1[cH:41][cH:42][cH:43][cH:44][cH:45]1.